From a dataset of the Open Reaction Database (ORD), a public repository of structured organic reaction records. describe an organic reaction: reactants, conditions, products, and yield The reactants are CCN(C(C)C)C(C)C (DIEA), C1(CCCC1)N1CCC(CC1)C1=CC=C(C=C1)NC=1C(=NC=C(N1)N1C[C@@H](CCC1)NC(=O)N(C)CC)C(=O)N ((R)-3-(4-(1-cyclopentylpiperidin-4-yl)phenylamino)-5-(3-(3-ethyl-3-methylureido)piperidin-1-yl)pyrazine-2-carboxamide), BrCCCC(=O)Cl (4-bromobutyryl chloride). Run in CCOC(=O)C (EtOAc), CN(C)C=O (DMF). Run at time 1.5 hour. Yields the product BrCCCC(=O)N[C@H]1CN(CCC1)C=1N=C(C(=NC1)C(=O)N)NC1=CC=C(C=C1)C1CCN(CC1)C1CCCC1 ((R)-5-(3-(4-bromobutanamido)piperidin-1-yl)-3-(4-(1-cyclopentylpiperidin-4-yl)phenylamino)pyrazine-2-carboxamide). Reaction SMILES: [CH:1]1([N:6]2[CH2:11][CH2:10][CH:9]([C:12]3[CH:17]=[CH:16][C:15]([NH:18][C:19]4[C:20]([C:38]([NH2:40])=[O:39])=[N:21][CH:22]=[C:23]([N:25]5[CH2:30][CH2:29][CH2:28][C@@H:27]([NH:31][C:32](N(CC)C)=[O:33])[CH2:26]5)[N:24]=4)=[CH:14][CH:13]=3)[CH2:8][CH2:7]2)[CH2:5][CH2:4][CH2:3][CH2:2]1.CCN(C(C)C)C(C)C.[Br:50][CH2:51][CH2:52][CH2:53]C(Cl)=O>CN(C=O)C.CCOC(C)=O>[Br:50][CH2:51][CH2:52][CH2:53][C:32]([NH:31][C@@H:27]1[CH2:28][CH2:29][CH2:30][N:25]([C:23]2[N:24]=[C:19]([NH:18][C:15]3[CH:14]=[CH:13][C:12]([CH:9]4[CH2:10][CH2:11][N:6]([CH:1]5[CH2:5][CH2:4][CH2:3][CH2:2]5)[CH2:7][CH2:8]4)=[CH:17][CH:16]=3)[C:20]([C:38]([NH2:40])=[O:39])=[N:21][CH:22]=2)[CH2:26]1)=[O:33]. Reported procedure: (R)-5-(3-Aminopiperidin-1-yl)-3-(4-(1-cyclopentylpiperidin-4-yl)phenylamino)pyrazine-2-carboxamide (436) (50 mg, 0.1 mmol) was dissolved in 4 mL DMF. To it were added DIEA (180 μL, 1.0 mmol) and then 4-bromobutyryl chloride (56 mg, 0.3 mmol). The mixture was stirred at RT for 1.5 hours, diluted with 60 mL EtOAc, washed with water ×3, dried, concentrated in vacuo to afford crude (R)-5-(3-(4-bromobutanamido)piperidin-1-yl)-3-(4-(1-cyclopentylpiperidin-4-yl)phenylamino)pyrazine-2-carboxamide (448).... The reactants are C=C(C)C1=C(C=C(COC2=CC=C(C=C2)[C@H](CC(=O)O)C2=NOC=C2)C=C1)OC(F)(F)F ((S)-3-(4-(4-(Prop-1-en-2-yl)-3-(trifluoromethoxy)benzyloxy)-phenyl)-3-(isoxazol-3-yl)propanoic acid), C1(CCCC1)C=1C=C(COC2=CC=C(C=C2)[C@H](CC(=O)O)C2=NOC=C2)C=CC1OC(F)(F)F ((S)-3-(4-(3-Cyclopentyl-4-(trifluoromethoxy)benzyloxy)-phenyl)-3-(isoxazol-3-yl)propanoic acid). Yields the product C(C)(C)C1=C(C=C(COC2=CC=C(C=C2)[C@H](CC(=O)O)C2=NOC=C2)C=C1)OC(F)(F)F ((S)-3-(4-(4-Isopropyl-3-(trifluoromethoxy)benzyloxy)phenyl)-3-(isoxazol-3-yl)propanoic acid). Reaction SMILES: [CH2:1]=[C:2]([C:4]1[CH:27]=[CH:26][C:7]([CH2:8][O:9][C:10]2[CH:15]=[CH:14][C:13]([C@@H:16]([C:21]3[CH:25]=[CH:24][O:23][N:22]=3)[CH2:17][C:18]([OH:20])=[O:19])=[CH:12][CH:11]=2)=[CH:6][C:5]=1[O:28][C:29]([F:32])([F:31])[F:30])[CH3:3].C1(C2C=C(C=CC=2OC(F)(F)F)COC2C=CC([C@@H](C3C=CON=3)CC(O)=O)=CC=2)CCCC1>>[CH:2]([C:4]1[CH:27]=[CH:26][C:7]([CH2:8][O:9][C:10]2[CH:11]=[CH:12][C:13]([C@@H:16]([C:21]3[CH:25]=[CH:24][O:23][N:22]=3)[CH2:17][C:18]([OH:20])=[O:19])=[CH:14][CH:15]=2)=[CH:6][C:5]=1[O:28][C:29]([F:32])([F:31])[F:30])([CH3:3])[CH3:1]. Procedure details: Compound 37 was synthesized from compound 35 using the procedure described above for the preparation of 23. 1H NMR (CD3CN) δ 1.25 (d, J=6.9 Hz, 6H), 2.96 (dd, J=7.4, 16.4 Hz, 1 H), 3.20 (dd, J=7.4, 16.4 Hz, 1 H), 3.34 (m, 1 H), 4.56 (m, 1 H), 5.09 (s, 2 H), 6.27 (d, J=1.7 Hz, 1H), 6.97 (d, J=6.6 Hz, 2 H), 7.25 (d, J=6.6 Hz, 2H), 7.37 (s, 1 H), 7.42 (d, J=8.1 Hz, 1H), 7.48 (d, J=8.1 Hz, 1 H), 8.45 (d, J=1.7 Hz, 1H). MS ESI (pos.) m/e: 450 (M+H). Reactants: C(C)(=O)OC(C)=O (acetic anhydride), CC1(OC2=C(C1)C=CC(=C2)C2=CC(=NC=N2)OC2=CC=CC1=C2N=C(S1)N)C (4-[6-(2,2-dimethyl-2,3-dihydro-benzofuran-6-yl)-pyrimidin-4-yloxy]-benzothiazol-2-ylamine). Run in C1(=CC=CC=C1)C (toluene). Run at temperature 85 celsius. Yields the product CC1(OC2=C(C1)C=CC(=C2)C2=CC(=NC=N2)OC2=CC=CC1=C2N=C(S1)NC(C)=O)C (N-{4-[6-(2,2-Dimethyl-2,3-dihydro-benzofuran-6-yl)-pyrimidin-4-yloxy]-benzothiazol-2-yl}-acetamide). Reaction SMILES: [CH3:1][C:2]1([CH3:28])[CH2:6][C:5]2[CH:7]=[CH:8][C:9]([C:11]3[N:16]=[CH:15][N:14]=[C:13]([O:17][C:18]4[C:23]5[N:24]=[C:25]([NH2:27])[S:26][C:22]=5[CH:21]=[CH:20][CH:19]=4)[CH:12]=3)=[CH:10][C:4]=2[O:3]1.[C:29](OC(=O)C)(=[O:31])[CH3:30]>C1(C)C=CC=CC=1>[CH3:1][C:2]1([CH3:28])[CH2:6][C:5]2[CH:7]=[CH:8][C:9]([C:11]3[N:16]=[CH:15][N:14]=[C:13]([O:17][C:18]4[C:23]5[N:24]=[C:25]([NH:27][C:29](=[O:31])[CH3:30])[S:26][C:22]=5[CH:21]=[CH:20][CH:19]=4)[CH:12]=3)=[CH:10][C:4]=2[O:3]1. Procedure: To a 100-mL, round-bottomed flask containing 4-[6-(2,2-dimethyl-2,3-dihydro-benzofuran-6-yl)-pyrimidin-4-yloxy]-benzothiazol-2-ylamine, (Example 133(b)), (0.50 g, 1.3 mmol) was added toluene (7 mL) and acetic anhydride (0.40 mL, 3.8 mmol, Aldrich). The reaction mixture was heated at 85° C. for 2 h. The toluene was removed in vacuum and the resulting orange solid was re-dissolved in dichloromethane (125 mL), washed with water (150 mL), dried over Na2SO4 and concentrated in vacuum. The resulting o... Reactants: ClS(=O)(=O)O (chlorosulfonic acid), COC(C=CC1=CC(=CC=C1)S(NC1=CC(=CC=C1)Br)(=O)=O)=O (3-[3-(3-bromo-phenylsulfamoyl)-phenyl]-acrylic acid methyl ester), Cl (hydrogen chloride). Conditions: temperature 0 celsius, time 2 hour. Yields the product ClS(=O)(=O)C1=CC=C(C=C1)C=CC(=O)O (3-(4-Chlorosulfonyl-phenyl)-acrylic acid). Yield: 20.3%. As a reaction SMILES: [Cl:1][S:2]([OH:5])(=O)=[O:3].C[O:7][C:8](=[O:28])[CH:9]=[CH:10][C:11]1[CH:16]=[CH:15][CH:14]=[C:13](S(=O)(=O)NC2C=CC=C(Br)C=2)[CH:12]=1.Cl>>[Cl:1][S:2]([C:14]1[CH:15]=[CH:16][C:11]([CH:10]=[CH:9][C:8]([OH:28])=[O:7])=[CH:12][CH:13]=1)(=[O:5])=[O:3]. Procedure details: To neat chlorosulfonic acid (5.3 ml, 80 mmol) at 0–5° C. temperature slowly cinnamic acid (41) (1.47 g, 10 mmol) was added. As the reaction proceeded hydrogen chloride gas evolved. The reaction mixture was stirred successively at 0° C. for 1 hour, at ambient temperature for 2 hours and at 40–42° C. for 2 hours. The dark, viscous syrup was poured onto ice, the precipitated solid was filtered and washed with water. The title compound (0.5 g, 20%) as a white solid was obtained. 1H NMR (DMSO-d6, HMD...